Dataset: the Open Reaction Database (ORD), a public repository of structured organic reaction records. Task: describe an organic reaction: reactants, conditions, products, and yield Reactants: C(C(C)C)#N (isobutyronitrile), O1CCCC1.C(C)(C)[N-]C(C)C.[Li+] (lithiumdiisopropylamide mono(tetrahydrofuran)), BrCCC1OCCO1 (2-(2-bromoethyl)-1,3-dioxolane), solution. Solvent: CCOCC (ether), C1CCCCC1 (cyclohexane). Reaction conditions: time 4 hour. The product is CC(C#N)(CCC1OCCO1)C (α, α-dimethyl-1,3-dioxolane -2-butanenitrile). Yield: 84.0%. Reaction SMILES: [C:1](#[N:5])[CH:2]([CH3:4])[CH3:3].Br[CH2:7][CH2:8][CH:9]1[O:13][CH2:12][CH2:11][O:10]1.O1CCCC1.C([N-]C(C)C)(C)C.[Li+]>CCOCC.C1CCCCC1>[CH3:3][C:2]([CH3:4])([CH2:7][CH2:8][CH:9]1[O:13][CH2:12][CH2:11][O:10]1)[C:1]#[N:5] |f:2.3.4|. Procedure details: To a stirring solution of 25.1 g of isobutyronitrile and 61.0 g of 2-(2-bromoethyl)-1,3-dioxolane in 300 ml of anhydrous ether was slowly added 310 ml of a 1.5M solution of lithiumdiisopropylamide mono(tetrahydrofuran) in cyclohexane at 0°-5° C. After removal of the cooling bath, the reaction mixture was stirred for 4 hours at room temperature, treated with a saturated solution of ammonium chloride and worked up with ether. The organic phase was washed with water, dried over anhydrous magnesium ... The reactants are Cl (hydrochloric acid), C(=O)(OC(C)(C)C)N1CCN(CC1)CCC1=CC(=NC=C1)C#N (1-Boc-4-[2-(2-cyanopyridin-4-yl)ethyl]piperazine), [OH-].[NH4+] (ammonium hydroxide). Solvent: CO (methanol), CO (methanol). Reaction conditions: temperature 0 celsius, time 1 hour. Yields the product C(#N)C1=NC=CC(=C1)CCN1CCNCC1 (1-[2-(2-cyanopyridin-4-yl)ethyl]piperazine). Isolated yield 38.4%. As a reaction SMILES: C([N:8]1[CH2:13][CH2:12][N:11]([CH2:14][CH2:15][C:16]2[CH:21]=[CH:20][N:19]=[C:18]([C:22]#[N:23])[CH:17]=2)[CH2:10][CH2:9]1)(OC(C)(C)C)=O.Cl.[OH-].[NH4+]>CO>[C:22]([C:18]1[CH:17]=[C:16]([CH2:15][CH2:14][N:11]2[CH2:10][CH2:9][NH:8][CH2:13][CH2:12]2)[CH:21]=[CH:20][N:19]=1)#[N:23] |f:2.3|. Reported procedure: 1-Boc-4-[2-(2-cyanopyridin-4-yl)ethyl]piperazine (4.0 g, 12.64 mmol) was dissolved in methanol (60 mL) and cooled to 0° C. Concentrated hydrochloric acid (10.4 mL, 126 mmol) was added and the mixture stirred for 1 h. The solvents were removed under vacuum and co-evaporated twice with methanol, a 1:1 mixture of methanol/toluene, and finally with methanol. The residue was dried under vacuum overnight to provide crude product (4.5 g). Half of the product was dissolved in methanol, concentrated ammo...